From a dataset of the Open Reaction Database (ORD), a public repository of structured organic reaction records. describe an organic reaction: reactants, conditions, products, and yield The reactants are ClCC1=CC(=CC(=C1)C(F)(F)F)[N+](=O)[O-] (1-chloromethyl-3-nitro-5-trifluoromethyl-benzene), [Na+].CS(=O)[O-] (methanesulfinic acid sodium salt). Solvent: CO (Methanol). Product: CS(=O)(=O)CC1=CC(=CC(=C1)C(F)(F)F)[N+](=O)[O-] (1-methylsulfonylmethyl-3-nitro-5-trifluoromethyl-benzene). Yield: 92.2%. Reaction SMILES: Cl[CH2:2][C:3]1[CH:8]=[C:7]([C:9]([F:12])([F:11])[F:10])[CH:6]=[C:5]([N+:13]([O-:15])=[O:14])[CH:4]=1.[Na+].[CH3:17][S:18]([O-:20])=[O:19]>CO>[CH3:17][S:18]([CH2:2][C:3]1[CH:8]=[C:7]([C:9]([F:12])([F:11])[F:10])[CH:6]=[C:5]([N+:13]([O-:15])=[O:14])[CH:4]=1)(=[O:20])=[O:19] |f:1.2|. Procedure: A solution of 1-chloromethyl-3-nitro-5-trifluoromethyl-benzene (520 mg; 2.170 mmol) and methanesulfinic acid sodium salt (664 mg; 6.511 mmol) in Methanol (10 ml) of was refluxed overnight. The reaction was then cooled to room temperature and the product precipitated was filtered and diluted with dichloromethane. The solid was removed and the organic phase was concentrated in vacuo 520 mg (2 mmol; 85% yield) of 1-methylsulfonylmethyl-3-nitro-5-trifluoromethyl-benzene were obtained. Reactants: COC(=O)C1(NC(=O)c2ccc(C(F)(F)F)c(Br)c2)CCC(C)CC1, Cc1ccccc1, c1ccc(P(C2CCCCC2)C2CCCCC2)c(Oc2ccccc2P(C2CCCCC2)C2CCCCC2)c1, COc1cc(F)c(B(O)O)c(F)c1, [K+], [K+], [K+], O=P([O-])([O-])[O-]. The product is COC(=O)C1(NC(=O)c2ccc(C(F)(F)F)c(-c3c(F)cc(OC)cc3F)c2)CCC(C)CC1. As a reaction SMILES: [CH3:1][O:2][C:3](=[O:4])[C:5]1([NH:12][C:13]([c:14]2[cH:15][c:16]([Br:24])[c:17]([C:20]([F:21])([F:22])[F:23])[cH:18][cH:19]2)=[O:25])[CH2:6][CH2:7][CH:8]([CH3:11])[CH2:9][CH2:10]1.[CH3:86][c:87]1[cH:88][cH:89][cH:90][cH:91][cH:92]1.[CH:39]1([P:40]([CH:41]2[CH2:42][CH2:43][CH2:44][CH2:45][CH2:46]2)[c:47]2[cH:48][cH:49][cH:50][cH:51][c:52]2[O:53][c:54]2[cH:55][cH:56][cH:57][cH:58][c:59]2[P:60]([CH:61]2[CH2:62][CH2:63][CH2:64][CH2:65][CH2:66]2)[CH:67]2[CH2:68][CH2:69][CH2:70][CH2:71][CH2:72]2)[CH2:73][CH2:74][CH2:75][CH2:76][CH2:77]1.[F:26][c:27]1[c:28]([B:36]([OH:37])[OH:38])[c:29]([F:35])[cH:30][c:31]([O:33][CH3:34])[cH:32]1.[K+:83].[K+:84].[K+:85].[P:78]([O-:79])([O-:80])([O-:81])=[O:82]>>[CH3:1][O:2][C:3](=[O:4])[C:5]1([NH:12][C:13]([c:14]2[cH:15][c:16](-[c:28]3[c:27]([F:26])[cH:32][c:31]([O:33][CH3:34])[cH:30][c:29]3[F:35])[c:17]([C:20]([F:21])([F:22])[F:23])[cH:18][cH:19]2)=[O:25])[CH2:6][CH2:7][CH:8]([CH3:11])[CH2:9][CH2:10]1.